From a dataset of the Open Reaction Database (ORD), a public repository of structured organic reaction records. describe an organic reaction: reactants, conditions, products, and yield The reactants are C1(=CC=CC=C1)[Mg]Br (Phenylmagnesium bromide), CON(C([C@H](CCC)NC(OC(C)(C)C)=O)=O)C ((S)-tert-butyl 1-(methoxy(methyl)amino)-1-oxopentan-2-ylcarbamate), [Cl-].[NH4+] (ammonium chloride), C(C)(=O)OCC (ethyl acetate). Run in C1CCOC1 (THF), C1CCOC1 (THF). Reaction conditions: time 5 hour. The product is O=C([C@H](CCC)NC(OC(C)(C)C)=O)C1=CC=CC=C1 ((S)-tert-butyl 1-oxo-1-phenylpentan-2-ylcarbamate). Reaction SMILES: CON(C)[C:4](=[O:17])[C@@H:5]([NH:9][C:10](=[O:16])[O:11][C:12]([CH3:15])([CH3:14])[CH3:13])[CH2:6][CH2:7][CH3:8].[C:19]1([Mg]Br)[CH:24]=[CH:23][CH:22]=[CH:21][CH:20]=1.[Cl-].[NH4+].C(OCC)(=O)C>C1COCC1>[O:17]=[C:4]([C:19]1[CH:24]=[CH:23][CH:22]=[CH:21][CH:20]=1)[C@@H:5]([NH:9][C:10](=[O:16])[O:11][C:12]([CH3:13])([CH3:14])[CH3:15])[CH2:6][CH2:7][CH3:8] |f:2.3|. Procedure: In a 50 mL round-bottomed flask was (S)-tert-butyl 1-(methoxy(methyl)amino)-1-oxopentan-2-ylcarbamate (91d, 250 mg, 0.96 mmol) dissolved in THF (9.6 ml). Phenylmagnesium bromide (2.88 ml, 2.88 mmol) 1.0 M in THF was added. The reaction was stirred at r.t. for 5 h. The reaction was poured into a mixture of saturated ammonium chloride and ethyl acetate. The mixture was shaken and the layers separated. The water layer was washed twice with ethyl acetate. The combined organic layers were washed once... Starting materials: C(C)C(C(=O)OC(C)(C)C)C(C)O (t-butyl 2-ethyl-3-hydroxybutanoate), C(CCCCCCCCCCC)(=O)OC=C (vinyl laurate). Reaction conditions: temperature 35 celsius, time 2 day. Product: C(C)C(C(=O)OC(C)(C)C)[C@H](C)O (t-butyl (3S )-2-ethyl-3-hydroxybutanoate). The yield is 66.0%. RXN SMILES: [CH2:1]([CH:3]([CH:11]([OH:13])[CH3:12])[C:4]([O:6][C:7]([CH3:10])([CH3:9])[CH3:8])=[O:5])[CH3:2].C(OC=C)(=O)CCCCCCCCCCC>>[CH2:1]([CH:3]([C@@H:11]([OH:13])[CH3:12])[C:4]([O:6][C:7]([CH3:9])([CH3:8])[CH3:10])=[O:5])[CH3:2]. Procedure: A mixture of 15.0 g of t-butyl 2-ethyl-3-hydroxybutanoate as racemate, 9.0 g of vinyl laurate and 8.0 g of Lipase P (trade name, supplied by Amano Pharmaceutical Co., Ltd.) was stirred at 35° C. for two days. After stopping the reaction, the enzyme was removed by filtration and the enzyme was washed with n-heptane on a filter paper. n-Heptane was distilled away from the filtrate and the residue was subjected to vacuum distillation to obtain 9.9 g of t-butyl (3S )-2-ethyl-3-hydroxybutanoate, b.p.... Yield: 41.0%. Reported procedure: A 19 g portion of 2,4-difluoropropiophenone was dissolved in 150 ml of tetrahydrofuran. With cooling in a dry ice-acetone bath and spending 20 minutes or more, to this was added dropwise 112 ml of 1N tetrahydrofuran solution of lithium hexamethyl disilazide. After 1 hour of stirring at the same temperature, to this was further added dropwise 50 ml of tetrahydrofuran solution containing 14 g of 4-cyanobenzyl bromide spending 20 minutes or more, followed by overnight stirring at room temperature. ... Reactants: C[Si]([N-][Si](C)(C)C)(C)C.[Li+] (lithium hexamethyl disilazide), [Cl-].[NH4+] (ammonium chloride), CCC(=O)C1=C(C=C(C=C1)F)F (2,4-difluoropropiophenone), C(#N)C1=CC=C(CBr)C=C1 (4-cyanobenzyl bromide). Reaction conditions: time 1 hour. Solvent: O1CCCC1 (tetrahydrofuran), O (water), O1CCCC1 (tetrahydrofuran), O1CCCC1 (tetrahydrofuran). As a reaction SMILES: [CH3:1][CH2:2][C:3]([C:5]1[CH:10]=[CH:9][C:8]([F:11])=[CH:7][C:6]=1[F:12])=[O:4].C[Si](C)(C)[N-][Si](C)(C)C.[Li+].[C:23]([C:25]1[CH:32]=[CH:31][C:28]([CH2:29]Br)=[CH:27][CH:26]=1)#[N:24].[Cl-].[NH4+]>O1CCCC1.O>[F:12][C:6]1[CH:7]=[C:8]([F:11])[CH:9]=[CH:10][C:5]=1[C:3](=[O:4])[CH:2]([CH3:1])[CH2:29][C:28]1[CH:31]=[CH:32][C:25]([C:23]#[N:24])=[CH:26][CH:27]=1 |f:1.2,4.5|. Yields the product FC1=C(C=CC(=C1)F)C(C(CC1=CC=C(C=C1)C#N)C)=O (2',4'-difluoro-2-methyl-3-(4-cyanophenyl)-propiophenone). The reactants are C(C)NC(=S)NCC (N,N'-diethylthiourea), C(#CC(=O)O)C(=O)O (acetylenedicarboxylic acid). The product is C(C)N1C(SC(C1=O)=CC(=O)O)=NCC ([3-Ethyl-2-(ethylimino)-4-oxo-5-thiazolidinylidene]acetic acid). The yield is 82.1%. RXN SMILES: [CH2:1]([NH:3][C:4]([NH:6][CH2:7][CH3:8])=[S:5])[CH3:2].[C:9]([C:14](O)=[O:15])#[C:10][C:11]([OH:13])=[O:12]>>[CH2:1]([N:3]1[C:14](=[O:15])[C:9](=[CH:10][C:11]([OH:13])=[O:12])[S:5][C:4]1=[N:6][CH2:7][CH3:8])[CH3:2]. Reported procedure: Prepared by the method described in Example 1 from N,N'-diethylthiourea (1.0 g, 8 mmoles) and acetylenedicarboxylic acid (1 g, 9 mmoles). Crystallization from hexane gave the product (1.5 g), mp 148°-152° C. Reactants: IC1=C(C=NC=C1)N(C(C1=CC(=CC(=C1)C(F)(F)F)C(F)(F)F)=O)C (N-(4-iodo-pyridin-3-yl)-N-methyl-3,5-bis-trifluoromethyl-benzamide), O1CCC(=CC1)OS(=O)(=O)C(F)(F)F (trifluoro-methanesulfonic acid 3,6-dihydro-2H-pyran-4-yl ester). Product: O1CCC(=CC1)C1=C(C=NC=C1)N(C(C1=CC(=CC(=C1)C(F)(F)F)C(F)(F)F)=O)C (N-[4-(3,6-Dihydro-2H-pyran-4-yl)-pyridin-3-yl]-N-methyl-3,5-bis-trifluoromethyl-benzamide). As a reaction SMILES: I[C:2]1[CH:7]=[CH:6][N:5]=[CH:4][C:3]=1[N:8]([CH3:25])[C:9](=[O:24])[C:10]1[CH:15]=[C:14]([C:16]([F:19])([F:18])[F:17])[CH:13]=[C:12]([C:20]([F:23])([F:22])[F:21])[CH:11]=1.[O:26]1[CH2:31][CH:30]=[C:29](OS(C(F)(F)F)(=O)=O)[CH2:28][CH2:27]1>>[O:26]1[CH2:27][CH:28]=[C:29]([C:2]2[CH:7]=[CH:6][N:5]=[CH:4][C:3]=2[N:8]([CH3:25])[C:9](=[O:24])[C:10]2[CH:15]=[C:14]([C:16]([F:19])([F:18])[F:17])[CH:13]=[C:12]([C:20]([F:23])([F:22])[F:21])[CH:11]=2)[CH2:30][CH2:31]1. Procedure details: The title compound was prepared in analogy to example 73, from N-(4-iodo-pyridin-3-yl)-N-methyl-3,5-bis-trifluoromethyl-benzamide (example 98, intermediate a) and trifluoro-methanesulfonic acid 3,6-dihydro-2H-pyran-4-yl ester (CAS RN 188975-30-6). The compound was purified by silica gel chromatography using a MPLC system (CombiFlash Companion, Isco Inc.) eluting with a gradient of n-heptane:EtOAc (100:0 to 40:60). Colorless solid (56%). MS (ESI): m/z=431.177 [M+H]+.